From a dataset of the Open Reaction Database (ORD), a public repository of structured organic reaction records. describe an organic reaction: reactants, conditions, products, and yield The reactants are C(C)(C)(C)C=1C=C(C(C1)=C(C)C)C (3-tert-butyl-1,6,6-trimethylfulvene), C1=CC=CC=2C3=CC=CC=C3CC12 (fluorene), CCCCCC (hexane), C(CCC)[Li] (n-butyllithium). Solvent: C1CCOC1 (THF), C1CCOC1 (THF), O (water). Conditions: time 5 hour. Yields the product C(C)(C)(C)C1=CC(C(=C1)C)C(C)(C)C1=CC=CC=2C3=CC=CC=C3CC12 (2-(3-tert-butyl-5-methylcyclopentadienyl)-2-fluorenylpropane). Yield: 18.2%. Reaction SMILES: [CH:1]1[C:13]2[CH2:12][C:11]3[C:6](=[CH:7][CH:8]=[CH:9][CH:10]=3)[C:5]=2[CH:4]=[CH:3][CH:2]=1.CCCCCC.C([Li])CCC.[C:25]([C:29]1[CH:30]=[C:31]([CH3:37])[C:32](=[C:34]([CH3:36])[CH3:35])[CH:33]=1)([CH3:28])([CH3:27])[CH3:26]>C1COCC1.O>[C:25]([C:29]1[CH:30]=[C:31]([CH3:37])[CH:32]([C:34]([C:1]2[C:13]3[CH2:12][C:11]4[C:6](=[CH:7][CH:8]=[CH:9][CH:10]=4)[C:5]=3[CH:4]=[CH:3][CH:2]=2)([CH3:36])[CH3:35])[CH:33]=1)([CH3:28])([CH3:27])[CH3:26]. Procedure details: To a solution of 10.1 g (60.8 mmol) of fluorene in 300 ml of THF, 40 ml (61.6 mmol) of a hexane solution of n-butyllithium was dropwise added in a nitrogen atmosphere with ice cooling, followed by stirring at room temperature for 5 hours (dark brown solution). The solution was ice cooled again, and a solution of 11.7 g (66.5 mmol) of 3-tert-butyl-1,6,6-trimethylfulvene in 300 ml of THF was dropwise added in a nitrogen atmosphere. After stirring at room temperature for 14 hours, the resulting bro... Starting materials: C(Cl)Cl.CC(=O)C (CH2Cl2 acetone), CC(=O)O (AcOH), FC=1C=CC(=NC1)COC1=CC(N(C=C1)C=1C=CC=2C3=C(NC2C1)CCNCC3)=O (4-((5-fluoropyridin-2-yl)methoxy)-1-(1,2,3,4,5,6-hexahydroazepino[4,5-b]indol-8-yl)-pyridin-2(1H)-one). The solvent is CC(=O)C (acetone). Run at time 2 hour. The product is C(Cl)Cl.CO.[NH4+].[OH-] (CH2Cl2 MeOH NH4OH), FC=1C=CC(=NC1)COC1=CC(N(C=C1)C=1C=CC=2C3=C(NC2C1)CCN(CC3)C(C)C)=O (4-((5-Fluoropyridin-2-yl)methoxy)-1-(3-isopropyl-1,2,3,4,5,6-hexahydroazepino[4,5-b]indol-8-yl)-pyridin-2(1H)-one). Yield: 43.0%. As a reaction SMILES: C[C:2](O)=[O:3].[F:5][C:6]1[CH:7]=[CH:8][C:9]([CH2:12][O:13][C:14]2[CH:19]=[CH:18][N:17]([C:20]3[CH:21]=[CH:22][C:23]4[C:24]5[CH2:33][CH2:32][NH:31][CH2:30][CH2:29][C:25]=5[NH:26][C:27]=4[CH:28]=3)[C:16](=[O:34])[CH:15]=2)=[N:10][CH:11]=1.[CH2:35]([Cl:37])[Cl:36].[CH3:38][C:39]([CH3:41])=O>CC(C)=O>[CH2:35]([Cl:37])[Cl:36].[CH3:2][OH:3].[NH4+:10].[OH-:13].[F:5][C:6]1[CH:7]=[CH:8][C:9]([CH2:12][O:13][C:14]2[CH:19]=[CH:18][N:17]([C:20]3[CH:21]=[CH:22][C:23]4[C:24]5[CH2:33][CH2:32][N:31]([CH:39]([CH3:41])[CH3:38])[CH2:30][CH2:29][C:25]=5[NH:26][C:27]=4[CH:28]=3)[C:16](=[O:34])[CH:15]=2)=[N:10][CH:11]=1 |f:2.3,5.6.7.8|. Procedure details: AcOH (0.42 mL) and picoline borane complex (51 mg, 0.47 mmol) were added to 4-((5-fluoropyridin-2-yl)methoxy)-1-(1,2,3,4,5,6-hexahydroazepino[4,5-b]indol-8-yl)-pyridin-2(1H)-one (69 mg, 0.16 mmol) suspended in 1:1 CH2Cl2/acetone (4.8 mL), and the resulting suspension was heated at reflux for 68 h. Additional acetone (1.0 mL) and picoline borane complex (20 mg, 19 mmol) were added, and the resulting suspension heated at reflux for 68 h. The reaction was cooled and concentrated to dryness under re... Reactants: CN(C(=O)Cl)C (dimethyl carbamyl chloride), C(C)(C)N(C(C)C)CC (N,N-diisopropyl ethylamine), Cl.NCC=1C=C2C(N(C(=NC2=CC1)C)C1C(NC(CC1)=O)=O)=O (3-(6-aminomethyl-2-methyl-4-oxo-4H-quinazolin-3-yl)-piperidine-2,6-dione hydrogen chloride). Run in C(C)#N (acetonitrile). Run at time 8 hour. The product is O=C1NC(CCC1N1C(=NC2=CC=C(C=C2C1=O)CNC(N(C)C)=O)C)=O (3-[3-(2,6-dioxo-piperidin-3-yl)-2-methyl-4-oxo-3,4-dihydro-quinazolin-6-ylmethyl]-1,1-dimethyl-urea). Isolated yield 52.1%. As a reaction SMILES: Cl.[NH2:2][CH2:3][C:4]1[CH:5]=[C:6]2[C:11](=[CH:12][CH:13]=1)[N:10]=[C:9]([CH3:14])[N:8]([CH:15]1[CH2:20][CH2:19][C:18](=[O:21])[NH:17][C:16]1=[O:22])[C:7]2=[O:23].[CH3:24][N:25]([CH3:29])[C:26](Cl)=[O:27].C(N(CC)C(C)C)(C)C>C(#N)C>[O:22]=[C:16]1[CH:15]([N:8]2[C:7](=[O:23])[C:6]3[C:11](=[CH:12][CH:13]=[C:4]([CH2:3][NH:2][C:26](=[O:27])[N:25]([CH3:29])[CH3:24])[CH:5]=3)[N:10]=[C:9]2[CH3:14])[CH2:20][CH2:19][C:18](=[O:21])[NH:17]1 |f:0.1|. Reported procedure: To a stirred suspension of 3-(6-aminomethyl-2-methyl-4-oxo-4H-quinazolin-3-yl)-piperidine-2,6-dione hydrogen chloride (0.50 g, 1.5 mmol) in acetonitrile (10 mL), was added dimethyl carbamyl chloride (0.21 mL, 2.2 mmol) and N,N-diisopropyl ethylamine (0.62 mL, 3.8 mmol). The mixture was stirred at room temperature overnight. The solvent was evaporated, and the residue was purified by flash column chromatography (Silica gel, methanol/methylene chloride 4%/96%) to give 3-[3-(2,6-dioxo-piperidin-3-y... Reactants: FC(F)(F)C=C=CC(F)(F)F (bis(trifluoromethyl)allene), O([Na])C (NaOCH3), O (water). Run in CO (methanol). Reaction conditions: time 15 minute. Yields the product C(F)(F)(F)C=C(OC)CC(F)(F)F (CF3CH=C(OCH3)CH2CF3). Yield: 88.0%. Reaction SMILES: [F:1][C:2]([CH:5]=[C:6]=[CH:7][C:8]([F:11])([F:10])[F:9])([F:4])[F:3].[O:12]([CH3:14])[Na].O>CO>[C:2]([CH:5]=[C:6]([CH2:7][C:8]([F:9])([F:10])[F:11])[O:12][CH3:14])([F:4])([F:3])[F:1]. Procedure details: 21.1 g (0.12 mol) of bis(trifluoromethyl)allene were added to 20 mL 0.5 N NaOCH3 in methanol (8 mol % relative to allene) over 1 h with water bath cooling, keeping the reaction temperature at 10-20° C. Stirring was continued for 15 min. and the mixture poured into 80 mL cold water. The lower layer was separated and the aqueous portion extracted with 20 mL CH2Cl2. The combined organic layers were washed with 5 mL brine, dried (Na2SO4) and distilled to give 21.9 g (88% yield) of CF3CH=C(OCH3)CH2CF... Yields the product OC1CCCCCCCCCCCCCC1. The reactants are [O-]B([O-])[O-], O=C1CCCCCCCCCCCCCC1, CCCCCC, CCO, [Na+], [Na+], [Na+], O. RXN SMILES: [B:17]([O-:18])([O-:19])[O-:20].[C:1]1(=[O:16])[CH2:2][CH2:3][CH2:4][CH2:5][CH2:6][CH2:7][CH2:8][CH2:9][CH2:10][CH2:11][CH2:12][CH2:13][CH2:14][CH2:15]1.[CH3:24][CH2:25][CH2:26][CH2:27][CH2:28][CH3:29].[CH3:31][CH2:32][OH:33].[Na+:21].[Na+:22].[Na+:23].[OH2:30]>>[CH:1]1([OH:16])[CH2:2][CH2:3][CH2:4][CH2:5][CH2:6][CH2:7][CH2:8][CH2:9][CH2:10][CH2:11][CH2:12][CH2:13][CH2:14][CH2:15]1. Starting materials: CCN=C=NCCCN(C)C.Cl (EDCI hydrochloride), FC(OC=1C(=C(C=CC1)/C=C/C=1N=C2SC=CN2C1C(=O)O)OCC(C)(C)C)F (6-{(E)-2-[3-(Difluoromethoxy)-2-(2,2-dimethylpropoxy)phenyl]vinyl}imidazo[2,1-b][1,3]thiazole-5-carboxylic acid), NCCC#N (3-aminopropanenitrile). Reagents/catalysts: CN(C)C=1C=CN=CC1 (DMAP). Solvent: C1CCOC1 (THF), CN(C)C=O (DMF). Product: C(#N)CCNC(=O)C1=C(N=C2SC=CN21)\C=C\C2=C(C(=CC=C2)OC(F)F)OCC(C)(C)C (N-(2-Cyanoethyl)-6-{(E)-2-[3-(difluoromethoxy)-2-(2,2-dimethylpropoxy)phenyl]vinyl}imidazo[2,1-b][1,3]thiazole-5-carboxamide), product. Reaction SMILES: [F:1][CH:2]([F:29])[O:3][C:4]1[C:5]([O:23][CH2:24][C:25]([CH3:28])([CH3:27])[CH3:26])=[C:6](/[CH:10]=[CH:11]/[C:12]2[N:13]=[C:14]3[N:18]([C:19]=2[C:20](O)=[O:21])[CH:17]=[CH:16][S:15]3)[CH:7]=[CH:8][CH:9]=1.[NH2:30][CH2:31][CH2:32][C:33]#[N:34].CCN=C=NCCCN(C)C.Cl>CN(C1C=CN=CC=1)C.C1COCC1.CN(C=O)C>[C:31]([CH2:32][CH2:33][NH:34][C:20]([C:19]1[N:18]2[C:14]([S:15][CH:16]=[CH:17]2)=[N:13][C:12]=1/[CH:11]=[CH:10]/[C:6]1[CH:7]=[CH:8][CH:9]=[C:4]([O:3][CH:2]([F:1])[F:29])[C:5]=1[O:23][CH2:24][C:25]([CH3:27])([CH3:28])[CH3:26])=[O:21])#[N:30] |f:2.3|. Reported procedure: The title compound was prepared according to the general procedure (Method B) by coupling Intermediate 7A (80 mg, 0.189 mmol) with 3-aminopropanenitrile (14.56 mg, 0.208 mmol) in the presence of EDCI hydrochloride (72 mg, 0.378 mmol), DMAP (21 mg, 0.189 mmol) in a mixture of THF and DMF (1:1, 4 mL) to give 60 mg of the product as an off-white solid; 1H NMR (300 MHz, DMSO-d6) δ 1.08 (s, 9H), 2.82-2.86 (m, 2H), 3.52-3.60 (m, 4H), 7.16 (t, J=73.5 Hz, 1H), 7.18-7.30 (m, 2H), 7.37-7.52 (m, 2H), 7.72-...